This data is from the Open Reaction Database (ORD), a public repository of structured organic reaction records. The task is: describe an organic reaction: reactants, conditions, products, and yield Reactants: N (ammonia), S(=O)(=O)([O-])[O-] (sulphate), [S] (sulphur), S(=O)=O (sulphur dioxide), N (ammonia), sulphide, S(=O)(=O)([O-])[O-].[NH4+].[NH4+] (ammonium sulphate), sulphide, S(=O)(=O)([O-])[O-].[NH4+].[NH4+] (ammonium sulphate), S(=O)=O (sulphur dioxide), [S] (sulphur). The solvent is O (water), O (water). Yields the product S(=S)(=O)([O-])[O-].[NH4+].[NH4+] (ammonium thiosulphate), [OH-].N (ammonia hydroxide). RXN SMILES: [S].[S:2](=O)=[O:3].[NH3:5].[S:6]([O-:10])([O-])(=[O:8])=[O:7].S([O-])([O-])(=O)=O.[NH4+].[NH4+]>O>[S:6]([O-:10])([O-:8])(=[O:7])=[S:2].[NH4+:5].[NH4+:5].[OH-:3].[NH3:5] |f:4.5.6,8.9.10,11.12,^3:0|. Procedure details: The present invention accomplishes its desired objects by broadly providing an improved process of preparing a metallic sulphate from mixing of the corresponding metallic sulphide concentrates with ammonium sulphate and heating the mixture to yield the metallic sulphate, evolved sulphur, sulphur dioxide, ammonia, and water. The improvement comprises heating the mixture by directly contacting the mixture with products of combustion of a heating fuel. The metallic sulphate may initially be added b... Starting materials: CC(C)(C)OC(=O)NC1CCC(Nc2ncc3c(-c4cccc(Br)c4)nn(COCC[Si](C)(C)C)c3n2)CC1, C1COCCO1, NCc1ccccc1Cl, O=C(C=Cc1ccccc1)C=Cc1ccccc1, O=C(C=Cc1ccccc1)C=Cc1ccccc1, O=C(C=Cc1ccccc1)C=Cc1ccccc1, [Pd], [Pd]. The product is CC(C)(C)OC(=O)NC1CCC(Nc2ncc3c(-c4cccc(NCc5ccccc5Cl)c4)nn(COCC[Si](C)(C)C)c3n2)CC1. As a reaction SMILES: [C:1]([CH3:2])([CH3:3])([CH3:4])[O:5][C:6]([NH:7][CH:8]1[CH2:9][CH2:10][CH:11]([NH:14][c:15]2[n:16][cH:17][c:18]3[c:19]([n:20]2)[n:21]([CH2:31][O:32][CH2:33][CH2:34][Si:35]([CH3:36])([CH3:37])[CH3:38])[n:22][c:23]3-[c:24]2[cH:25][c:26]([Br:30])[cH:27][cH:28][cH:29]2)[CH2:12][CH2:13]1)=[O:39].[CH2:49]1[O:50][CH2:51][CH2:52][O:53][CH2:54]1.[Cl:40][c:41]1[c:42]([CH2:43][NH2:44])[cH:45][cH:46][cH:47][cH:48]1.[O:57]=[C:58]([CH:59]=[CH:60][c:61]1[cH:62][cH:63][cH:64][cH:65][cH:66]1)[CH:67]=[CH:68][c:69]1[cH:70][cH:71][cH:72][cH:73][cH:74]1.[O:75]=[C:76]([CH:77]=[CH:78][c:79]1[cH:80][cH:81][cH:82][cH:83][cH:84]1)[CH:85]=[CH:86][c:87]1[cH:88][cH:89][cH:90][cH:91][cH:92]1.[O:93]=[C:94]([CH:95]=[CH:96][c:97]1[cH:98][cH:99][cH:100][cH:101][cH:102]1)[CH:103]=[CH:104][c:105]1[cH:106][cH:107][cH:108][cH:109][cH:110]1.[Pd:55].[Pd:56]>>[C:1]([CH3:2])([CH3:3])([CH3:4])[O:5][C:6]([NH:7][CH:8]1[CH2:9][CH2:10][CH:11]([NH:14][c:15]2[n:16][cH:17][c:18]3[c:19]([n:20]2)[n:21]([CH2:31][O:32][CH2:33][CH2:34][Si:35]([CH3:36])([CH3:37])[CH3:38])[n:22][c:23]3-[c:24]2[cH:25][c:26]([NH:44][CH2:43][c:42]3[c:41]([Cl:40])[cH:48][cH:47][cH:46][cH:45]3)[cH:27][cH:28][cH:29]2)[CH2:12][CH2:13]1)=[O:39]. The reactants are sulfonated product, C=O (formalin), C=O (formaldehyde), S(O)(O)(=O)=O (sulfuric acid), C1(=CC=CC2=CC=CC=C12)S(=O)(=O)O (naphthalenesulfonic acid), S(O)(O)(=O)=O (sulfuric acid). The solvent is O (Water), O (water). The product is C1(=CC=CC2=CC=CC=C12)S(=O)(=O)O.C=O (naphthalenesulfonic acid formaldehyde). As a reaction SMILES: S(=O)(=O)(O)O.[CH2:6]=[O:7].[C:8]1([S:18]([OH:21])(=[O:20])=[O:19])[C:17]2[C:12](=[CH:13][CH:14]=[CH:15][CH:16]=2)[CH:11]=[CH:10][CH:9]=1>O>[C:8]1([S:18]([OH:21])(=[O:19])=[O:20])[C:17]2[C:12](=[CH:13][CH:14]=[CH:15][CH:16]=2)[CH:11]=[CH:10][CH:9]=1.[CH2:6]=[O:7] |f:4.5|. Procedure details: Examples of a method of production of naphthalenesulfonic acid-formaldehyde condensate include condensation of naphthalenesulfonic acid with formaldehyde. The resultant condensate may be neutralized. Water-insoluble bi-products generated by neutralization may be removed. A specific process of the method is as follows. To produce naphthalenesulfonic acid, 1 mol of naphthalene is reacted with 1.2 to 1.4 mol of sulfuric acid for 2 to 5 hours at 150 to 165° C. to give a sulfonated product. To 1 mol ... Starting materials: C[Si](N1C=NC=C1)(C)C (N-(trimethylsilyl)imidazole), ClC(C)C1=C(C=CC=C1C)C (1-chloro-1-(2,6-dimethylphenyl)ethane). The reagents and catalysts are [Ti](Cl)(Cl)(Cl)Cl (titanium tetrachloride). The solvent is C(Cl)(Cl)Cl (chloroform), C(Cl)(Cl)Cl (chloroform). Run at time 5 hour. Product: CC(C1=C(C=CC=C1C)C)C=1N=CNC1 (4-[(α-methyl)-2,6-dimethylbenzyl]imidazole). The yield is 33.0%. Reaction SMILES: C[Si](C)(C)[N:3]1[CH:7]=[CH:6][N:5]=[CH:4]1.Cl[CH:11]([C:13]1[C:18]([CH3:19])=[CH:17][CH:16]=[CH:15][C:14]=1[CH3:20])[CH3:12]>C(Cl)(Cl)Cl.[Ti](Cl)(Cl)(Cl)Cl>[CH3:12][CH:11]([C:7]1[N:3]=[CH:4][NH:5][CH:6]=1)[C:13]1[C:18]([CH3:19])=[CH:17][CH:16]=[CH:15][C:14]=1[CH3:20]. Procedure: To a mixture of N-(trimethylsilyl)imidazole (1.4 g) and titanium tetrachloride (1.6 ml) in dry chloroform (20 ml) a solution of 1-chloro-1-(2,6-dimethylphenyl)ethane (1.7 g) in dry chloroform (10 ml) was added. After stirring for 5 h at room temperature the product mixture was poured onto water, washed with ether and neutralized with sodium hydrogen carbonate. Filtration and extraction with methylene chloride gave 4-[(α-methyl)-2,6-dimethylbenzyl]imidazole, yield 33%. The reactants are C(C)(C)(C)OC(=O)NCCCOC1=C(C(=O)NC2=C(C=C(C(=O)N(C3=C(C=C(C=C3)C)OCCCCCC(=O)OCC)C)C=C2)OC)C=CC=C1 (4-[2-(3-tert-butoxycarbonylaminoprop-1-yl)oxybenzoyl]amino-3-methoxy-N-methyl-N-[2-(5-ethoxycarbonylpent-1-yl)oxy-4-methylphenyl]benzamide), [H-].[Al+3].[Li+].[H-].[H-].[H-] (lithium aluminum hydride). The solvent is O1CCCC1 (tetrahydrofuran). Reaction conditions: temperature 0 celsius, time 3 hour. Yields the product C(C)(C)(C)OC(=O)NCCCOC1=C(C(=O)NC2=C(C=C(C(=O)N(C3=C(C=C(C=C3)C)OCCCCCCO)C)C=C2)OC)C=CC=C1 (4-[2-(3-tert-butoxycarbonylaminoprop-1-yl)oxybenzoyl]amino-3-methoxy-N-methyl-N-[2-(6-hydroxyhex-1-yl)oxy-4-methylphenyl]benzamide). Isolated yield 121.2%. As a reaction SMILES: [C:1]([O:5][C:6]([NH:8][CH2:9][CH2:10][CH2:11][O:12][C:13]1[CH:51]=[CH:50][CH:49]=[CH:48][C:14]=1[C:15]([NH:17][C:18]1[CH:45]=[CH:44][C:21]([C:22]([N:24]([CH3:43])[C:25]2[CH:30]=[CH:29][C:28]([CH3:31])=[CH:27][C:26]=2[O:32][CH2:33][CH2:34][CH2:35][CH2:36][CH2:37][C:38](OCC)=[O:39])=[O:23])=[CH:20][C:19]=1[O:46][CH3:47])=[O:16])=[O:7])([CH3:4])([CH3:3])[CH3:2].[H-].[Al+3].[Li+].[H-].[H-].[H-]>O1CCCC1>[C:1]([O:5][C:6]([NH:8][CH2:9][CH2:10][CH2:11][O:12][C:13]1[CH:51]=[CH:50][CH:49]=[CH:48][C:14]=1[C:15]([NH:17][C:18]1[CH:45]=[CH:44][C:21]([C:22]([N:24]([CH3:43])[C:25]2[CH:30]=[CH:29][C:28]([CH3:31])=[CH:27][C:26]=2[O:32][CH2:33][CH2:34][CH2:35][CH2:36][CH2:37][CH2:38][OH:39])=[O:23])=[CH:20][C:19]=1[O:46][CH3:47])=[O:16])=[O:7])([CH3:4])([CH3:2])[CH3:3] |f:1.2.3.4.5.6|. Reported procedure: To a solution of 4-[2-(3-tert-butoxycarbonylaminoprop-1-yl)oxybenzoyl]amino-3-methoxy-N-methyl-N-[2-(5-ethoxycarbonylpent-1-yl)oxy-4-methylphenyl]benzamide (400 mg) in tetrahydrofuran (5 ml) was added lithium aluminum hydride (12 mg) at -23° C. and the mixture was stirred at 0° C. for 3 hours. The reaction was quenched with slow addition of 0.5N hydrochloric acid (15 ml) and the solution was stirred at ambient temperature for 20 minutes. The solution was extracted with chloroform (15 ml×3) and t... Yields the product O=C(NC1CCCCC1)N1CCCCC1. Reaction SMILES: [CH2:10]1[CH2:11][CH2:12][NH:13][CH2:14][CH2:15]1.[CH3:16][CH2:17][CH2:18][CH2:19][CH2:20][CH3:21].[O:1]=[C:2]=[N:3][CH:4]1[CH2:5][CH2:6][CH2:7][CH2:8][CH2:9]1>>[O:1]=[C:2]([NH:3][CH:4]1[CH2:5][CH2:6][CH2:7][CH2:8][CH2:9]1)[N:13]1[CH2:12][CH2:11][CH2:10][CH2:15][CH2:14]1. The reactants are C1CCNCC1, CCCCCC, O=C=NC1CCCCC1.